From a dataset of the Open Reaction Database (ORD), a public repository of structured organic reaction records. describe an organic reaction: reactants, conditions, products, and yield As a reaction SMILES: [C:1]([O:5][C:6](=[O:19])[NH:7][CH2:8][CH2:9][C:10]1[CH:15]=[CH:14][C:13]([F:16])=[C:12]([O:17][CH3:18])[CH:11]=1)([CH3:4])([CH3:3])[CH3:2].[H-].[Na+].[CH3:22]I.O>CN(C)C=O>[C:1]([O:5][C:6](=[O:19])[N:7]([CH2:8][CH2:9][C:10]1[CH:15]=[CH:14][C:13]([F:16])=[C:12]([O:17][CH3:18])[CH:11]=1)[CH3:22])([CH3:3])([CH3:4])[CH3:2] |f:1.2|. The product is C(C)(C)(C)OC(N(C)CCC1=CC(=C(C=C1)F)OC)=O ([2-(4-Fluoro-3-methoxyphenyl)ethyl]methylcarbamic acid t-butyl ester). Run at time 1 hour. Reported procedure: To a solution of [2-(4-fluoro-3-methoxyphenyl)ethyl]carbamic acid t-butyl ester (795 mg) in N,N-dimethylformamide (6 mL) was added 60% sodium hydride (154 mg) at room temperature. After stirring for 1 hour, methyl iodide (0.55 mL) was added dropwise and the solution was stirred for 14 hours. Water was added cautiously by small amounts, and after extraction with ethyl acetate, the solution was washed with water and saturated sodium chloride water. The residue that was obtained upon removing the s... The reactants are C(C)(C)(C)OC(NCCC1=CC(=C(C=C1)F)OC)=O ([2-(4-fluoro-3-methoxyphenyl)ethyl]carbamic acid t-butyl ester), [H-].[Na+] (sodium hydride), O (Water), CI (methyl iodide). The solvent is CN(C=O)C (N,N-dimethylformamide). The reactants are C(C1=CC=CC=C1)(=O)C=1C=CC2=C(C(CC(O2)(C)C)C2=NC=CC=C2)C1 (6-benzoyl-3,4-dihydro-2,2-dimethyl-4-(2-pyridyl)-2H-1-benzopyran), ClC1=CC(=CC=C1)C(=O)OO (m-chloroperbenzoic acid). Run in ClCCl (dichloromethane). The product is C(C1=CC=CC=C1)(=O)C=1C=CC2=C(C(CC(O2)(C)C)C2=[N+](C=CC=C2)[O-])C1 (2-(6-benzoyl-3,4-dihydro-2,2-dimethyl-2H-1-benzopyran-4-yl)pyridine N-oxide). The yield is 20.3%. Reaction SMILES: [C:1]([C:9]1[CH:10]=[CH:11][C:12]2[O:17][C:16]([CH3:19])([CH3:18])[CH2:15][CH:14]([C:20]3[CH:25]=[CH:24][CH:23]=[CH:22][N:21]=3)[C:13]=2[CH:26]=1)(=[O:8])[C:2]1[CH:7]=[CH:6][CH:5]=[CH:4][CH:3]=1.ClC1C=CC=C(C(OO)=[O:35])C=1>ClCCl>[C:1]([C:9]1[CH:10]=[CH:11][C:12]2[O:17][C:16]([CH3:19])([CH3:18])[CH2:15][CH:14]([C:20]3[CH:25]=[CH:24][CH:23]=[CH:22][N+:21]=3[O-:35])[C:13]=2[CH:26]=1)(=[O:8])[C:2]1[CH:3]=[CH:4][CH:5]=[CH:6][CH:7]=1. Reported procedure: 94 mg of 6-benzoyl-3,4-dihydro-2,2-dimethyl-4-(2-pyridyl)-2H-1-benzopyran and 52 mg of m-chloroperbenzoic acid were stirred in 15 ml of dichloromethane at room temperature until thin-layer chromatography indicated that the reaction was complete. The mixture was washed in succession with sodium bisulphite solution and sodium bicarbonate solution, then dried over sodium sulphate and evaporated. The residue was chromatographed on silica gel using 10% (v/v) methanol/ethyl acetate for the elution. Af... RXN SMILES: [CH2:1]([CH2:2][CH2:3][CH3:4])[c:5]1[c:6]([CH2:25][c:26]2[cH:27][cH:28][c:29](-[c:32]3[c:33](-[c:38]4[n:39][o:40][c:41](=[O:43])[nH:42]4)[cH:34][cH:35][cH:36][cH:37]3)[cH:30][cH:31]2)[c:7](=[O:24])[n:8](-[c:15]2[cH:16][cH:17][c:18]3[c:19]([cH:23]2)[CH2:20][CH2:21][O:22]3)[c:9]([CH2:11][CH2:12][O:13][CH3:14])[n:10]1.[CH3:44][C:45](=[O:46])[CH2:47][CH3:48].[ClH:49].[OH2:50]>>[CH2:1]([CH2:2][CH2:3][CH3:4])[c:5]1[c:6]([CH2:25][c:26]2[cH:27][cH:28][c:29](-[c:32]3[c:33](-[c:38]4[n:39][o:40][c:41](=[O:43])[nH:42]4)[cH:34][cH:35][cH:36][cH:37]3)[cH:30][cH:31]2)[c:7](=[O:24])[n:8](-[c:15]2[cH:16][cH:17][c:18]3[c:19]([cH:23]2)[CH2:20][CH2:21][O:22]3)[c:9]([CH2:11][CH2:12][OH:13])[n:10]1. Yields the product CCCCc1nc(CCO)n(-c2ccc3c(c2)CCO3)c(=O)c1Cc1ccc(-c2ccccc2-c2noc(=O)[nH]2)cc1. The reactants are CCCCc1nc(CCOC)n(-c2ccc3c(c2)CCO3)c(=O)c1Cc1ccc(-c2ccccc2-c2noc(=O)[nH]2)cc1, CCC(C)=O, Cl, O. Starting materials: C(#N)N=C(NC1=CC(=CC=C1)F)OC1=CC=CC=C1 (Phenyl N′-cyano-N-(3-fluorophenyl)carbamimidate), ClC=1C=C(C=CC1)NC(OC1=CC=CC=C1)=NC#N (phenyl N-3-chlorophenyl-N′-cyanocarbamimidate), CC1=CNC=2N=CN=C(C21)N2C[C@@H](NCC2)C ((S)-5-methyl-4-(3-methylpiperazin-1-yl)-7H-pyrrolo[2,3-d]pyrimidine), C(C)(C)N(C(C)C)CC (N,N-diisopropylethylamine). The solvent is C(C)#N (acetonitrile). Run at temperature 85 celsius. The product is C(#N)N=C(NC1=CC(=CC=C1)F)N1[C@H](CN(CC1)C=1C2=C(N=CN1)NC=C2C)C ((S)—N′-cyano-N-(3-fluorophenyl)-2-methyl-4-(5-methyl-7H-pyrrolo[2,3-d]pyrimidin-4-yl)piperazine-1-carboximidamide). The yield is 27.0%. As a reaction SMILES: [C:1]([N:3]=[C:4](OC1C=CC=CC=1)[NH:5][C:6]1[CH:11]=[CH:10][CH:9]=[C:8]([F:12])[CH:7]=1)#[N:2].ClC1C=C(NC(=NC#N)OC2C=CC=CC=2)C=CC=1.[CH3:39][C:40]1[C:48]2[C:47]([N:49]3[CH2:54][CH2:53][NH:52][C@@H:51]([CH3:55])[CH2:50]3)=[N:46][CH:45]=[N:44][C:43]=2[NH:42][CH:41]=1.C(N(CC)C(C)C)(C)C>C(#N)C>[C:1]([N:3]=[C:4]([N:52]1[CH2:53][CH2:54][N:49]([C:47]2[C:48]3[C:40]([CH3:39])=[CH:41][NH:42][C:43]=3[N:44]=[CH:45][N:46]=2)[CH2:50][C@@H:51]1[CH3:55])[NH:5][C:6]1[CH:11]=[CH:10][CH:9]=[C:8]([F:12])[CH:7]=1)#[N:2]. Procedure details: Phenyl N′-cyano-N-(3-fluorophenyl)carbamimidate, prepared analogously to phenyl N-3-chlorophenyl-N′-cyanocarbamimidate from Example 6, step A, (0.55 g, 2.2 mmol), (S)-5-methyl-4-(3-methylpiperazin-1-yl)-7H-pyrrolo[2,3-d]pyrimidine, from example 1, step B, (0.50 g, 2.2 mmol), and N,N-diisopropylethylamine (1 ml) were added to acetonitrile (10 ml). The mixture was heated at 85° C. in a sealed pressure tube for 4 hours. The solvent was evaporated, and the residue was purified prep HPLC (Sunfire C18... Reactants: N=1N=C(N2C1C=CC=C2)C2=NC1=C(C=CC=C1C=C2)OCC2(CCN(CCC2)C(=O)OC(C)(C)C)O (tert-Butyl 4-((2-([1,2,4]triazolo[4,3-a]pyridin-3-yl)quinolin-8-yloxy)methyl)-4-hydroxyazepane-1-carboxylate), IC (iodomethane), [H-].[Na+] (sodium hydride). Yields the product N=1N=C(N2C1C=CC=C2)C2=NC1=C(C=CC=C1C=C2)OCC2(CCN(CCC2)C(=O)OC(C)(C)C)OC (tert-butyl 4-((2-([1,2,4]triazolo[4,3-a]pyridin-3-yl)quinolin-8-yloxy)methyl)-4-methoxyazepane-1-carboxylate). RXN SMILES: [N:1]1[N:2]=[C:3]([C:10]2[CH:19]=[CH:18][C:17]3[C:12](=[C:13]([O:20][CH2:21][C:22]4([OH:36])[CH2:28][CH2:27][CH2:26][N:25]([C:29]([O:31][C:32]([CH3:35])([CH3:34])[CH3:33])=[O:30])[CH2:24][CH2:23]4)[CH:14]=[CH:15][CH:16]=3)[N:11]=2)[N:4]2[CH:9]=[CH:8][CH:7]=[CH:6][C:5]=12.I[CH3:38].[H-].[Na+]>CN(C=O)C>[N:1]1[N:2]=[C:3]([C:10]2[CH:19]=[CH:18][C:17]3[C:12](=[C:13]([O:20][CH2:21][C:22]4([O:36][CH3:38])[CH2:28][CH2:27][CH2:26][N:25]([C:29]([O:31][C:32]([CH3:33])([CH3:35])[CH3:34])=[O:30])[CH2:24][CH2:23]4)[CH:14]=[CH:15][CH:16]=3)[N:11]=2)[N:4]2[CH:9]=[CH:8][CH:7]=[CH:6][C:5]=12 |f:2.3|. Isolated yield 67.9%. Procedure: tert-Butyl 4-((2-([1,2,4]triazolo[4,3-a]pyridin-3-yl)quinolin-8-yloxy)methyl)-4-hydroxyazepane-1-carboxylate (0.056 g, 0.114 mmol), iodomethane (0.00858 mL, 0.137 mmol) and sodium hydride (0.00915 g, 0.229 mmol) were added to DMF (1 mL) at ambient temperature and stirred for 2 hours. The reaction was concentrated and the residue was purified on Silica gel using methanol (containing 6% NH4OH) and DCM, to yield 39 mg of the desired product (67% pure). MS ESI (+) m/z 504 (M+1) detected. The solvent is CN(C)C=O (DMF). Run at time 2 hour.